Dataset: the Open Reaction Database (ORD), a public repository of structured organic reaction records. Task: describe an organic reaction: reactants, conditions, products, and yield The reactants are COC(=O)C=Cc1ccc2c(c1)C(=O)CC1(CCN(CCc3c[nH]c4ccccc34)CC1)O2, [Na+], [OH-]. The product is O=C(O)C=Cc1ccc2c(c1)C(=O)CC1(CCN(CCc3c[nH]c4ccccc34)CC1)O2. Reaction SMILES: [CH3:1][O:2][C:3]([CH:4]=[CH:5][c:6]1[cH:7][c:8]2[c:13]([cH:14][cH:15]1)[O:12][C:11]1([CH2:10][C:9]2=[O:32])[CH2:16][CH2:17][N:18]([CH2:21][CH2:22][c:23]2[cH:24][nH:25][c:26]3[cH:27][cH:28][cH:29][cH:30][c:31]23)[CH2:19][CH2:20]1)=[O:33].[Na+:35].[OH-:34]>>[O:2]=[C:3]([CH:4]=[CH:5][c:6]1[cH:7][c:8]2[c:13]([cH:14][cH:15]1)[O:12][C:11]1([CH2:10][C:9]2=[O:32])[CH2:16][CH2:17][N:18]([CH2:21][CH2:22][c:23]2[cH:24][nH:25][c:26]3[cH:27][cH:28][cH:29][cH:30][c:31]23)[CH2:19][CH2:20]1)[OH:33].